From a dataset of the Open Reaction Database (ORD), a public repository of structured organic reaction records. describe an organic reaction: reactants, conditions, products, and yield The reactants are C1N(CC2CC=CCC12)C(=O)OC(C)(C)C (tert-butyl 3a,4,7,7a-tetrahydro-1H-isoindole-2(3H)-carboxylate), BH3-DMS, [OH-].[Na+] (NaOH), OO (H2O2), CO (Methanol). Run in C1CCOC1 (THF), C1CCOC1 (THF), CCOCC (Et2O), O (water). Reaction conditions: time 8 hour. Yields the product OC1CC2CN(CC2CC1)C(=O)OC(C)(C)C (tert-butyl 5-hydroxyhexahydro-1H-isoindole-2(3H)-carboxylate). The yield is 94.2%. Reaction SMILES: [CH2:1]1[CH:9]2[CH:4]([CH2:5][CH:6]=[CH:7][CH2:8]2)[CH2:3][N:2]1[C:10]([O:12][C:13]([CH3:16])([CH3:15])[CH3:14])=[O:11].C[OH:18].[OH-].[Na+].OO>C1COCC1.CCOCC.O>[OH:18][CH:7]1[CH2:6][CH2:5][CH:4]2[CH:9]([CH2:1][N:2]([C:10]([O:12][C:13]([CH3:16])([CH3:15])[CH3:14])=[O:11])[CH2:3]2)[CH2:8]1 |f:2.3|. Procedure: To a solution of tert-butyl 3a,4,7,7a-tetrahydro-1H-isoindole-2(3H)-carboxylate (48.18 g, 215.8 mmol) in THF (500 mL) was added a solution of BH3-DMS in THF (2 M in THF, 130 mL, 260.0 mmol) dropwise at 0° C. The reaction mixture was warmed slowly to rt and stirred overnight, then cooled down to 0° C. again. Methanol (120 mL) was added dropwise to the above mixture, and followed by a mixture of NaOH aqueous solution (3 M, 75 mL, 225 mmol) and H2O2 (30% in water, 75 mL). The resulting mixture was ... The reactants are COC=1C=C(N)C=C(C1OC)OC (3,4,5-trimethoxyaniline), S(=O)=O (sulfur dioxide), cuprous chloride, Cl (hydrochloric acid), N(=O)[O-].[Na+] (sodium nitrite), diazonium salt, O (water). The solvent is C(C)(=O)O (acetic acid), NC1=CC=CC=C1 (aniline). Conditions: time 3 hour. The product is COC=1C=C(C=C(C1OC)OC)S(=O)(=O)Cl (3,4,5-Trimethoxybenzenesulfonyl chloride). RXN SMILES: [CH3:1][O:2][C:3]1[CH:4]=[C:5]([CH:7]=[C:8]([O:12][CH3:13])[C:9]=1[O:10][CH3:11])N.N([O-])=O.[Na+].[S:18](=[O:20])=[O:19].O.[ClH:22]>NC1C=CC=CC=1.C(O)(=O)C>[CH3:1][O:2][C:3]1[CH:4]=[C:5]([S:18]([Cl:22])(=[O:20])=[O:19])[CH:7]=[C:8]([O:12][CH3:13])[C:9]=1[O:10][CH3:11] |f:1.2|. Reported procedure: 3,4,5-Trimethoxybenzenesulfonyl chloride was synthesized from 3,4,5-trimethoxyaniline according to the procedure described in G. Pifferi and R. Monguzzi, Journal of Pharmaceutical Sciences, 1973, 62, 1393. In this procedure the aniline was dissolved in concentrated hydrochloric acid and to the resulting mixture was added a solution of aqueous sodium nitrite at 0° C., the resulting mixture containing the desired diazonium salt was added at 5° C. to a saturated solution of sulfur dioxide in glacia... Run at temperature 140 celsius, time 24 hour. Run in CN1C(CCC1)=O (N-methyl-pyrrolidinone), O (water). Reaction SMILES: Cl.[NH2:2][C@@H:3]([CH3:8])[C:4]([CH3:7])([OH:6])[CH3:5].CCN(C(C)C)C(C)C.Cl[C:19]1[N:24]=[C:23]([NH:25][C:26]2[CH:31]=[CH:30][C:29]([O:32][CH3:33])=[CH:28][CH:27]=2)[CH:22]=[CH:21][N:20]=1>CN1CCCC1=O.O>[CH3:33][O:32][C:29]1[CH:28]=[CH:27][C:26]([NH:25][C:23]2[CH:22]=[CH:21][N:20]=[C:19]([NH:2][C@@H:3]([CH3:8])[C:4]([CH3:7])([OH:6])[CH3:5])[N:24]=2)=[CH:31][CH:30]=1 |f:0.1|. Yield: 46.0%. The reactants are Cl.N[C@H](C(C)(O)C)C ((3S)-3-Amino-2-methyl-butan-2-ol HCl), CCN(C(C)C)C(C)C (Hunig's base), ClC1=NC=CC(=N1)NC1=CC=C(C=C1)OC ((2-chloropyrimidin-4-yl)-(4-methoxyphenyl)-amine). Yields the product COC1=CC=C(C=C1)NC1=NC(=NC=C1)N[C@H](C(C)(O)C)C ((3S)-3-[4-(4-methoxyphenylamino)pyrimidin-2-ylamino]-2-methyl-butan-2-ol). Procedure details: (3S)-3-Amino-2-methyl-butan-2-ol HCl (1.00 mg, 7.16 mmol; prepared using the method of Konno et. al., Chem. Pharm. Bull. 1997, 45, 185) is dissolved in N-methyl-pyrrolidinone (10 mL). Hunig's base (1.62 mL, 9.30 mmol) is added followed by (2-chloropyrimidin-4-yl)-(4-methoxyphenyl)-amine, 1, (789 mg, 3.35 mmol) and the solution warmed to 140° C. After 24 hours, the reaction mixture is cooled to room temperature and diluted with water (100 mL) and the mixture extracted three times with CH2Cl2 (100... Reactants: c1ccc(CN2CCC3CNCC32)cc1, CS(C)=O, Nc1nc(Cl)cc2nc(-c3ccco3)nn12. The product is Nc1nc(N2CC3CCN(Cc4ccccc4)C3C2)cc2nc(-c3ccco3)nn12. Reaction SMILES: [CH2:1]([c:2]1[cH:3][cH:4][cH:5][cH:6][cH:7]1)[N:8]1[CH:9]2[CH2:10][NH:11][CH2:12][CH:13]2[CH2:14][CH2:15]1.[CH3:32][S:33]([CH3:34])=[O:35].[Cl:16][c:17]1[cH:18][c:19]2[n:20]([c:21]([NH2:23])[n:22]1)[n:24][c:25](-[c:27]1[o:28][cH:29][cH:30][cH:31]1)[n:26]2>>[CH2:1]([c:2]1[cH:3][cH:4][cH:5][cH:6][cH:7]1)[N:8]1[CH:9]2[CH2:10][N:11]([c:17]3[cH:18][c:19]4[n:20]([c:21]([NH2:23])[n:22]3)[n:24][c:25](-[c:27]3[o:28][cH:29][cH:30][cH:31]3)[n:26]4)[CH2:12][CH:13]2[CH2:14][CH2:15]1. Starting materials: C(C)(C)(C)OC([C@@H](NC(=O)OC1=CC=CC=C1)CC(C(=O)OC(C)(C)C)C=O)=O (4-Formylphenyloxycarbonyl-glutamic acid di-tert-butyl ester), CN.C1CCOC1 (methylamine THF). RXN SMILES: [C:1]([O:5][C:6](=[O:29])[C@H:7]([CH2:18][CH:19]([CH:27]=O)[C:20]([O:22][C:23]([CH3:26])([CH3:25])[CH3:24])=[O:21])[NH:8][C:9]([O:11][C:12]1[CH:17]=[CH:16][CH:15]=[CH:14][CH:13]=1)=[O:10])([CH3:4])([CH3:3])[CH3:2].[CH3:30][NH2:31].C1COCC1>ClCCl>[C:1]([O:5][C:6](=[O:29])[C@H:7]([CH2:18][CH:19]([CH2:27][NH:31][CH3:30])[C:20]([O:22][C:23]([CH3:26])([CH3:25])[CH3:24])=[O:21])[NH:8][C:9]([O:11][C:12]1[CH:17]=[CH:16][CH:15]=[CH:14][CH:13]=1)=[O:10])([CH3:4])([CH3:3])[CH3:2] |f:1.2|. Procedure: A stirred solution of 40 (6.1 g, 14.9 mmol) in dichloromethane (50 mL) was treated with 2 N methylamine-THF solution (10 mL) at 0° C. overnight. After removal of solvents, the residual oil was dissolved in methanol (80 mL) and placed in an ice-bath. To the above solution was added sodium borohydride in small portions over 30 min. The reaction solution was kept at 0° C. for 1 hour, and solvent was then evaporated. The residue was worked up with brine and dichloromethane. After separation, the org... Conditions: time 1 hour. Run in ClCCl (dichloromethane). Yields the product C(C)(C)(C)OC([C@@H](NC(=O)OC1=CC=CC=C1)CC(C(=O)OC(C)(C)C)CNC)=O (4-(Methyaminomethyl)phenyloxycarbonyl-glutamic acid di-tert-butyl ester). Isolated yield 78.0%. Reactants: Compound 3, S(=O)(=O)(O)CC(=O)O (Sulfoacetic acid), CCO (EtOH), C(C)(C)C1=C(N)C(=CC=C1)C(C)C (2,6-diisopropylaniline), 2, O=P(Cl)(Cl)Cl (POCl3). Run in C(Cl)Cl (CH2Cl2). Run at temperature 125 celsius, time 18 hour. Yields the product CC(C)C1=C(C(=CC=C1)C(C)C)NS(=O)(=O)CC(=O)OCC (Ethyl [[[2,6-bis(1-methylethyl)phenyl]amino]sulfonyl]acetate). As a reaction SMILES: [S:1]([CH2:5][C:6]([OH:8])=[O:7])(O)(=[O:3])=[O:2].[CH3:9][CH2:10]O.O=P(Cl)(Cl)Cl.[CH:17]([C:20]1[CH:26]=[CH:25][CH:24]=[C:23]([CH:27]([CH3:29])[CH3:28])[C:21]=1[NH2:22])([CH3:19])[CH3:18]>C(Cl)Cl>[CH3:29][CH:27]([C:23]1[CH:24]=[CH:25][CH:26]=[C:20]([CH:17]([CH3:19])[CH3:18])[C:21]=1[NH:22][S:1]([CH2:5][C:6]([O:8][CH2:9][CH3:10])=[O:7])(=[O:3])=[O:2])[CH3:28]. Reported procedure: Sulfoacetic acid (52 g, 371 mM) and EtOH (500 mL) were heated under reflux for 20 hours. The reaction mixture was cooled, and the excess ethanol was removed under vacuum to give 2 (see Chart I). A mixture of 2 (16.82 g, 100 mM) and POCl3 (30.67 g, 200 mM) was heated at 125° C. for 5 hours. The mixture was cooled and filtered, and excess POCl3 was removed to give 3 (see Chart I). Compound 3 (8.18 g, 43.83 mM) was added dropwise with stirring to a solution of 2,6-diisopropylaniline (15.54 g, 87.66...